This data is from the Open Reaction Database (ORD), a public repository of structured organic reaction records. The task is: describe an organic reaction: reactants, conditions, products, and yield The reactants are BrC1=CC2=NC=CC(=C2S1)OC1=C(C=C(C=C1)[N+](=O)[O-])F (2-Bromo-7-(2-fluoro-4-nitro-phenoxy)-thieno[3,2-b]pyridine), ClCCCOC=1C=C(C=CC1)B1OC(C(O1)(C)C)(C)C (2-(3-(3-Chloropropoxy)phenyl)-4,4,5,5-tetramethyl-1,3,2-dioxaborolane), [F-].[Cs+] (Cesium fluoride), C([O-])(O)=O.[Na+] (sodium bicarbonate). Reagents/catalysts: C=1C=CC(=CC1)[P](C=2C=CC=CC2)(C=3C=CC=CC3)[Pd]([P](C=4C=CC=CC4)(C=5C=CC=CC5)C=6C=CC=CC6)([P](C=7C=CC=CC7)(C=8C=CC=CC8)C=9C=CC=CC9)[P](C=1C=CC=CC1)(C=1C=CC=CC1)C=1C=CC=CC1 (tetrakis(triphenylphosphine)palladium). Solvent: COCCOC (DME), O (water). The product is ClCCCOC=1C=C(C=CC1)C1=CC2=NC=CC(=C2S1)OC1=C(C=C(C=C1)[N+](=O)[O-])F (2-(3-(3-Chloropropoxy)phenyl)-7-(2-fluoro-4-nitrophenoxy)thieno[3,2-b]pyridine). Yield: 77.8%. RXN SMILES: Br[C:2]1[S:10][C:9]2[C:4](=[N:5][CH:6]=[CH:7][C:8]=2[O:11][C:12]2[CH:17]=[CH:16][C:15]([N+:18]([O-:20])=[O:19])=[CH:14][C:13]=2[F:21])[CH:3]=1.[Cl:22][CH2:23][CH2:24][CH2:25][O:26][C:27]1[CH:28]=[C:29](B2OC(C)(C)C(C)(C)O2)[CH:30]=[CH:31][CH:32]=1.[F-].[Cs+].C(=O)(O)[O-].[Na+]>COCCOC.O.C1C=CC([P]([Pd]([P](C2C=CC=CC=2)(C2C=CC=CC=2)C2C=CC=CC=2)([P](C2C=CC=CC=2)(C2C=CC=CC=2)C2C=CC=CC=2)[P](C2C=CC=CC=2)(C2C=CC=CC=2)C2C=CC=CC=2)(C2C=CC=CC=2)C2C=CC=CC=2)=CC=1>[Cl:22][CH2:23][CH2:24][CH2:25][O:26][C:27]1[CH:32]=[C:31]([C:2]2[S:10][C:9]3[C:4](=[N:5][CH:6]=[CH:7][C:8]=3[O:11][C:12]3[CH:17]=[CH:16][C:15]([N+:18]([O-:20])=[O:19])=[CH:14][C:13]=3[F:21])[CH:3]=2)[CH:30]=[CH:29][CH:28]=1 |f:2.3,4.5,^1:59,61,80,99|. Procedure: Bromothienopyridine 50 (0.88 g, 2.38 mmol), boronate 363 (1.00 g, 3.40 mmol), and tetrakis(triphenylphosphine)palladium (0.10 g, 0.086 mmol) were dissolved in dry DME (100 mL). Cesium fluoride (1.26 g, 8.3 mmol) and sodium bicarbonate (0.70 g, 8.3 mmol) were dissolved in water (5 ml each) and added to the reaction mixture, which was then heated to reflux for 4 h, cooled, and concentrated. The residue was partitioned between ethyl acetate and water, washed with brine, dried (anhydrous MgSO4), fil... Starting materials: ClC=1C=C(C(=NC1)CCl)CO[Si](C(C)C)(C(C)C)C(C)C (5-Chloro-2-(chloromethyl)-3-(((triisopropylsilyl)oxy)methyl)pyridine), C(C)(C)(C)N1C(CC=2C1=NC=CC2)=O (1-(tert-Butyl)-1H-pyrrolo[2,3-b]pyridin-2(3H)-one), [Li] (lithium), heptanes. The solvent is C1CCOC1 (THF). Conditions: time 40 minute. Yields the product C(C)(C)(C)N1C(C(C=2C1=NC=CC2)CC2=NC=C(C=C2CO[Si](C(C)C)(C(C)C)C(C)C)Cl)=O (1-(tert-Butyl)-3-((5-chloro-3-(((triisopropylsilyl)oxy)methyl)pyridin-2-yl)methyl)-1H-pyrrolo[2,3-b]pyridin-2(3H)-one). As a reaction SMILES: [Cl:1][C:2]1[CH:3]=[C:4]([CH2:10][O:11][Si:12]([CH:19]([CH3:21])[CH3:20])([CH:16]([CH3:18])[CH3:17])[CH:13]([CH3:15])[CH3:14])[C:5]([CH2:8]Cl)=[N:6][CH:7]=1.[C:22]([N:26]1[C:30]2=[N:31][CH:32]=[CH:33][CH:34]=[C:29]2[CH2:28][C:27]1=[O:35])([CH3:25])([CH3:24])[CH3:23].[Li]>C1COCC1>[C:22]([N:26]1[C:30]2=[N:31][CH:32]=[CH:33][CH:34]=[C:29]2[CH:28]([CH2:8][C:5]2[C:4]([CH2:10][O:11][Si:12]([CH:19]([CH3:21])[CH3:20])([CH:16]([CH3:18])[CH3:17])[CH:13]([CH3:15])[CH3:14])=[CH:3][C:2]([Cl:1])=[CH:7][N:6]=2)[C:27]1=[O:35])([CH3:25])([CH3:23])[CH3:24] |^1:35|. Procedure: A solution of 65 (23.84 g, 60.7 mmol) and 54 (17.32 g, 91 mmol) in THF (200 ml) was degassed by vacuum/flush N2 below 5° C. To the solution was added lithium amoxide solution in heptanes (27.4 mL, 40%, 85 mmol) maintaining below 7° C. The reaction was aged below 5° C. for 40 min, then quenched with saturated aqueous NH4Cl (10 mL), diluted with hexane (120 mL). The organic layer was separated, washed with saturated aqueous NH4Cl (100 mL) and water (150 mL), concentrated and purified by silica gel... Reactants: CC(C)(C)[O-], CS(C)=O, NC(=O)c1cc(Cl)ccn1, [K+], Nc1ccc(F)c(F)c1O, Nc1ccc(O)c(F)c1F, [Na+], [OH-]. The product is NC(=O)c1cc(Oc2ccc(N)c(F)c2F)ccn1. Reaction SMILES: [CH3:21][C:22]([CH3:23])([O-:24])[CH3:25].[CH3:39][S:40](=[O:41])[CH3:42].[Cl:27][c:28]1[cH:29][c:30]([C:34](=[O:35])[NH2:36])[n:31][cH:32][cH:33]1.[K+:26].[NH2:11][c:12]1[c:13]([OH:14])[c:15]([F:16])[c:17]([F:18])[cH:19][cH:20]1.[NH2:1][c:2]1[c:3]([F:10])[c:4]([F:9])[c:5]([OH:8])[cH:6][cH:7]1.[Na+:38].[OH-:37]>>[NH2:1][c:2]1[c:3]([F:10])[c:4]([F:9])[c:5]([O:8][c:28]2[cH:29][c:30]([C:34](=[O:35])[NH2:36])[n:31][cH:32][cH:33]2)[cH:6][cH:7]1. Procedure: Cold hydrogen chloride/EtOAc (10 mL; saturated solution) was added to a stirred solution of 4c (0.99 g, 1.76 mmol) in methylene chloride (5 mL) at room temperature. After approximately 1 h, the reaction mixture was concentrated in vacuo and the crude residue partitioned between saturated aqueous sodium bicarbonate and methylene chloride. The organic phase was separated, and the aqueous phase was re-extracted twice with methylene chloride. The combined organic extracts were washed with brine, dri... Conditions: time 1 hour. Reaction SMILES: Cl.CCOC(C)=O.C(OC([NH:15][NH:16][C:17](=[O:49])[C:18]1[CH:23]=[CH:22][C:21]([O:24][CH2:25][C:26]2[CH:35]=[CH:34][C:33]3[C:28](=[CH:29][CH:30]=[CH:31][CH:32]=3)[N:27]=2)=[CH:20][C:19]=1[C:36]1([C:43]2[CH:48]=[CH:47][CH:46]=[CH:45][CH:44]=2)[CH2:41][CH:40]2[CH2:42][CH:37]1[CH2:38][CH2:39]2)=O)(C)(C)C>C(Cl)Cl>[C:43]1([C:36]2([C:19]3[CH:20]=[C:21]([O:24][CH2:25][C:26]4[CH:35]=[CH:34][C:33]5[C:28](=[CH:29][CH:30]=[CH:31][CH:32]=5)[N:27]=4)[CH:22]=[CH:23][C:18]=3[C:17]([NH:16][NH2:15])=[O:49])[CH2:41][CH:40]3[CH2:42][CH:37]2[CH2:38][CH2:39]3)[CH:44]=[CH:45][CH:46]=[CH:47][CH:48]=1 |f:0.1|. The solvent is C(Cl)Cl (methylene chloride). The product is C1(=CC=CC=C1)C1(C2CCC(C1)C2)C2=C(C(=O)NN)C=CC(=C2)OCC2=NC1=CC=CC=C1C=C2 ((−)-2-(2-phenylbicyclo[2.2.1]hept-2-yl)-4-(quinolin-2-ylmethoxy)benzohydrazide). Reactants: Cl.CCOC(=O)C (hydrogen chloride EtOAc), C(C)(C)(C)OC(=O)NNC(C1=C(C=C(C=C1)OCC1=NC2=CC=CC=C2C=C1)C1(C2CCC(C1)C2)C2=CC=CC=C2)=O ((−)-tert-butyl-2-[2-(2-phenylbicyclo[2.2.1]hept-2-yl)-4-(quinolin-2-ylmethoxy)benzoyl]hydrazinecarboxylate). Starting materials: c1(ccccc1)I=O, C1C(C1)(c1[nH]c2nc(ccc2n1)N1C[C@@H](CCC1)C(=O)N1CCCC1)n1cc(cn1)Cl. The product is Oc1cc(nc2[nH]c(nc12)C3(CC3)n4cc(Cl)cn4)N5CCC[C@H](C5)C(=O)N6CCCC6. Conditions: temperature 25 celsius, time 18 hour. Reagents/catalysts: c1ccc(cc1)-c2c3ccccc3cc4ccccc24 (9-Phenylanthracene), c12ccc3n1[Pd]n1c(c(c4nc(C=C4)c3c3c(cccc3Cl)Cl)c3c(cccc3Cl)Cl)ccc1c(c1C=Cc(n1)c2c1c(cccc1Cl)Cl)c1c(cccc1Cl)Cl (Pd[TDClPP]). RXN SMILES: [Cl:1][c:2]1[cH:6][n:5]([C:7]2([c:10]3[nH:18][c:17]([c:12]4[n:11]3)[n:16][c:15]([N:19]5[CH2:24][C@H:23]([C:25]([N:27]6[CH2:31][CH2:30][CH2:29][CH2:28]6)=[O:26])[CH2:22][CH2:21][CH2:20]5)[cH:14][cH:13]4)[CH2:9][CH2:8]2)[n:4][cH:3]1.[O:32]=Ic1ccccc1>>[OH:32][c:13]1[c:12]([c:17]2[n:16][c:15]([N:19]3[CH2:24][C@H:23]([C:25]([N:27]4[CH2:31][CH2:30][CH2:29][CH2:28]4)=[O:26])[CH2:22][CH2:21][CH2:20]3)[cH:14]1)[n:11][c:10]([C:7]5([n:5]6[n:4][cH:3][c:2]([Cl:1])[cH:6]6)[CH2:9][CH2:8]5)[nH:18]2. Run in CC#N  (MeCN), C(CCl)Cl (DCE). Starting materials: O=C([O-])C(O)C(O)C(=O)[O-], CCOC(=O)c1ccc(OCc2c(-c3cccc(F)c3)noc2C)nn1, C[Al](C)C, CN, [K+], [Na+], C1COCCO1. The product is CNC(=O)c1ccc(OCc2c(-c3cccc(F)c3)noc2C)nn1. Reaction SMILES: [C:33]([CH:34]([CH:35]([C:36]([O-:37])=[O:38])[OH:39])[OH:40])([O-:41])=[O:42].[CH2:7]([O:8][C:10](=[O:11])[c:12]1[n:13][n:14][c:15]([O:18][CH2:19][c:20]2[c:21](-[c:26]3[cH:27][c:28]([F:32])[cH:29][cH:30][cH:31]3)[n:22][o:23][c:24]2[CH3:25])[cH:16][cH:17]1)[CH3:9].[CH3:1][Al:2]([CH3:3])[CH3:4].[CH3:5][NH2:6].[K+:43].[Na+:44].[O:45]1[CH2:46][CH2:47][O:48][CH2:49][CH2:50]1>>[CH3:5][NH:6][C:10](=[O:11])[c:12]1[n:13][n:14][c:15]([O:18][CH2:19][c:20]2[c:21](-[c:26]3[cH:27][c:28]([F:32])[cH:29][cH:30][cH:31]3)[n:22][o:23][c:24]2[CH3:25])[cH:16][cH:17]1. Starting materials: CC=1NC(=C(N(C1C(=O)OC)C1=CC(=CC=C1)[N+](=O)[O-])C(=O)OC)C (1,4-Dihydro-2,6-dimethyl-4-(3-nitrophenyl)-3,5-pyrazinedi-carboxylic acid, dimethyl ester). Reagents/catalysts: Cl (hydrochloric acid), [Fe] (Iron). Solvent: CO (methanol), O (water). Conditions: time 3.5 hour. Yields the product NC=1C=C(C=CC1)N1C(=C(NC(=C1C(=O)OC)C)C)C(=O)OC (4-(3-Aminophenyl)-1,4-dihydro-2,6-dimethyl-3,5-pyrazinedicarboxylic acid, dimethyl ester). The yield is 88.0%. RXN SMILES: [CH3:1][C:2]1[NH:3][C:4]([CH3:25])=[C:5]([C:21]([O:23][CH3:24])=[O:22])[N:6]([C:12]2[CH:17]=[CH:16][CH:15]=[C:14]([N+:18]([O-])=O)[CH:13]=2)[C:7]=1[C:8]([O:10][CH3:11])=[O:9]>CO.O.Cl.[Fe]>[NH2:18][C:14]1[CH:13]=[C:12]([N:6]2[C:5]([C:21]([O:23][CH3:24])=[O:22])=[C:4]([CH3:25])[NH:3][C:2]([CH3:1])=[C:7]2[C:8]([O:10][CH3:11])=[O:9])[CH:17]=[CH:16][CH:15]=1. Procedure details: 1,4-Dihydro-2,6-dimethyl-4-(3-nitrophenyl)-3,5-pyrazinedi-carboxylic acid, dimethyl ester (219 mg, 0.63 mmol) was dissolved in 30 mL methanol containing 3 mL of water in a flask equipped with a mechanical stirrer. Iron powder (300 mg) was added, followed by one drop of 37% hydrochloric acid. The whole mixture was refluxed moderately with mechanical stirring for 3.5 hours. Usual extractive work up furnished the title compound as yellow solid (176 mg, 88%): mp 212-213° C.; 1H-NMR (CDCl3) δ 6.91 (t... The reactants are Clc1ccnc2cc(Br)cnc12, C1CCOC1, [Li]CCCC, CC(C)(C)OC(=O)N1CCC(=O)CC1. Product: CC(C)(C)OC(=O)N1CCC(O)(c2cnc3c(Cl)ccnc3c2)CC1. Reaction SMILES: [Br:1][c:2]1[cH:3][n:4][c:5]2[c:6]([Cl:12])[cH:7][cH:8][n:9][c:10]2[cH:11]1.[CH2:32]1[O:33][CH2:34][CH2:35][CH2:36]1.[Li:13][CH2:14][CH2:15][CH2:16][CH3:17].[O:18]=[C:19]1[CH2:20][CH2:21][N:22]([C:25](=[O:26])[O:27][C:28]([CH3:29])([CH3:30])[CH3:31])[CH2:23][CH2:24]1>>[c:2]1([C:19]2([OH:18])[CH2:20][CH2:21][N:22]([C:25](=[O:26])[O:27][C:28]([CH3:29])([CH3:30])[CH3:31])[CH2:23][CH2:24]2)[cH:3][n:4][c:5]2[c:6]([Cl:12])[cH:7][cH:8][n:9][c:10]2[cH:11]1.